From a dataset of the Open Reaction Database (ORD), a public repository of structured organic reaction records. describe an organic reaction: reactants, conditions, products, and yield The reactants are Cl.COC(=O)C1=NC=CC(=C1)Cl (4-chloro-pyridine-2-carboxylic acid methyl ester hydrochloride), CO (methanol), solution, CN (methylamine). Solvent: O1CCCC1 (tetrahydrofuran). Conditions: temperature 0 celsius, time 2 hour. Yields the product CNC(=O)C1=NC=CC(=C1)Cl (4-chloro-pyridine-2-carboxylic acid methyl amide). Yield: 80.5%. As a reaction SMILES: Cl.C[O:3][C:4]([C:6]1[CH:11]=[C:10]([Cl:12])[CH:9]=[CH:8][N:7]=1)=O.CO.[CH3:15][NH2:16]>O1CCCC1>[CH3:15][NH:16][C:4]([C:6]1[CH:11]=[C:10]([Cl:12])[CH:9]=[CH:8][N:7]=1)=[O:3] |f:0.1|. Procedure details: A suspension of 17.8 g (0.103 mol, 1 eq) of 4-chloro-pyridine-2-carboxylic acid methyl ester hydrochloride in 15 mL, of methanol was cooled to 0° C. and slowly treated with a 2.0 M solution of methylamine in tetrahydrofuran at a rate that kept internal temperature below 5° C. The reaction mixture was stirred at 0° C. for 2 hours, then slowly allowed to warm up to ambient temperature and stirred for 18 hours. Solvent was removed in vacuum, approx. 200 mL of ethyl acetate was added and the resulti... Starting materials: B(Br)(Br)Br (Boron tribromide), COC1=C(C=CC=C1)C1=CN=CO1 (5-(2-methoxyphenyl)oxazole), ice water. Solvent: ClCCl (dichloromethane), ClCCl (dichloromethane). Reaction conditions: time 8 hour. Product: O1C=NC=C1C1=C(C=CC=C1)O (2-(5-oxazolyl)phenol). The yield is 114.7%. As a reaction SMILES: B(Br)(Br)Br.C[O:6][C:7]1[CH:12]=[CH:11][CH:10]=[CH:9][C:8]=1[C:13]1[O:17][CH:16]=[N:15][CH:14]=1>ClCCl>[O:17]1[C:13]([C:8]2[CH:9]=[CH:10][CH:11]=[CH:12][C:7]=2[OH:6])=[CH:14][N:15]=[CH:16]1. Procedure: A mixture of 2-methoxybenzaldehyde (10.0 g, 73.4 mmol), tosylmethylisocyanide (14.34 g, 73.4 mmol) and potassium carbonate (10.14 g, 73.4 mmol) in 220 ml methanol is heated at reflux for 6 hours. The solvent is removed under reduced pressure and the residue poured into ice-water (800 ml). The precipitate is collected by filtration, washed with water, and dried in vacuo to give 9.05 g of 5-(2-methoxyphenyl)oxazole (70%). Boron tribromide (1M in dichloromethane, 36 ml) is added slowly to a cold so... Starting materials: CCCCCCC, CC(C)Oc1nccn2c(-c3ccnc(S(C)(=O)=O)n3)c(-c3ccc(F)cc3)nc12, CC(C)(CN)CO. The product is CC(C)Oc1nccn2c(-c3ccnc(NCC(C)(C)CO)n3)c(-c3ccc(F)cc3)nc12. RXN SMILES: [CH3:38][CH2:39][CH2:40][CH2:41][CH2:42][CH2:43][CH3:44].[F:1][c:2]1[cH:3][cH:4][c:5](-[c:8]2[n:9][c:10]3[n:11]([cH:12][cH:13][n:14][c:15]3[O:16][CH:17]([CH3:18])[CH3:19])[c:20]2-[c:21]2[n:22][c:23]([S:27]([CH3:28])(=[O:29])=[O:30])[n:24][cH:25][cH:26]2)[cH:6][cH:7]1.[NH2:31][CH2:32][C:33]([CH2:34][OH:35])([CH3:36])[CH3:37]>>[F:1][c:2]1[cH:3][cH:4][c:5](-[c:8]2[n:9][c:10]3[n:11]([cH:12][cH:13][n:14][c:15]3[O:16][CH:17]([CH3:18])[CH3:19])[c:20]2-[c:21]2[n:22][c:23]([NH:31][CH2:32][C:33]([CH2:34][OH:35])([CH3:36])[CH3:37])[n:24][cH:25][cH:26]2)[cH:6][cH:7]1. The reactants are NC1=CC=C(C=C1)S(=O)(=O)N(C)C (4-amino-N,N-dimethylbenzenesulfonamide), C(C#C)Br (propargyl bromide), N1=C(C=CC=C1C)C (2,6-lutidine). The solvent is CN(C(C)=O)C (N,N-dimethylacetamide). Yields the product CN(S(=O)(=O)C1=CC=C(C=C1)NCC#C)C (N,N-Dimethyl-4-(2-propynylamino)benzenesulfonamide). Isolated yield 602.3%. Reaction SMILES: [NH2:1][C:2]1[CH:7]=[CH:6][C:5]([S:8]([N:11]([CH3:13])[CH3:12])(=[O:10])=[O:9])=[CH:4][CH:3]=1.[CH2:14](Br)[C:15]#[CH:16].N1C(C)=CC=CC=1C>CN(C)C(=O)C>[CH3:12][N:11]([CH3:13])[S:8]([C:5]1[CH:6]=[CH:7][C:2]([NH:1][CH2:16][C:15]#[CH:14])=[CH:3][CH:4]=1)(=[O:10])=[O:9]. Procedure details: Under an atmosphere of nitrogen gas, a mixture of 17 g (0.0085 mol) of 4-amino-N,N-dimethylbenzenesulfonamide, 25.5 ml (0.229 mol) of propargyl bromide, and 20.4 ml (0.175 mol) of 2,6-lutidine in 250 ml of N,N-dimethylacetamide is stirred at 90° for three and one-half hours, allowed to cool, and concentrated in vacuo. The concentrate is taken up in dichloromethane and water; the organic layer is separated, washed with brine, dried (magnesium sulfate), filtered, and concentrated in vacuo. The res... The solvent is CCO (EtOH). The reactants are C(C1=CC=CC=C1)OC(NC(CC(C)C)C12OCC(CO1)(CO2)C)=O ([3-methyl-1-(4-methyl-2,6,7-trioxa-bicyclo[2.2.2]oct-1-yl)-butyl]-carbamic acid benzyl ester). The product is CC(CC(C12OCC(CO1)(CO2)C)N)C (3-methyl-1-(4-methyl-2,6,7-trioxa-bicyclo[2.2.2]oct-1-yl)-butylamine). Procedure: To [3-methyl-1-(4-methyl-2,6,7-trioxa-bicyclo[2.2.2]oct-1-yl)-butyl]-carbamic acid benzyl ester (3.2 g, 9.2 mmol) in absolute EtOH (30 mL) was added 10% Pd in activated carbon (320 mg, 10%) under nitrogen. The reaction mixture was hydrogenated at 50 psi for 6 h. The reaction was monitored by TLC and the reaction mixture was filtered through Celite. The solvent was removed to get 3-methyl-1-(4-methyl-2,6,7-trioxa-bicyclo[2.2.2]oct-1-yl)-butylamine as a white solid. The reagents and catalysts are [Pd] (Pd). Reaction conditions: time 6 hour. RXN SMILES: C(OC(=O)[NH:10][CH:11]([C:16]12[O:23][CH2:22][C:19]([CH3:24])([CH2:20][O:21]1)[CH2:18][O:17]2)[CH2:12][CH:13]([CH3:15])[CH3:14])C1C=CC=CC=1>CCO.[Pd]>[CH3:14][CH:13]([CH3:15])[CH2:12][CH:11]([NH2:10])[C:16]12[O:17][CH2:18][C:19]([CH3:24])([CH2:20][O:21]1)[CH2:22][O:23]2. The reactants are BrC1=CC(=C(C=C1)[C@@H]1[C@H](C(N1C1=CC=CC=C1)=O)CC[C@@H](C1=CC=C(C=C1)F)O[Si](C)(C)C(C)(C)C)O ((3R,4S)-4-(4-Bromo-2-hydroxyphenyl)-3-[(3S)-3-{[tert-butyl(dimethyl)silyl]oxy}-3-(4-fluorophenyl)propyl]-1-phenylazetidin-2-one), C(C)(=O)OC(C)=O (acetic anhydride). The reagents and catalysts are CN(C1=CC=NC=C1)C (4-Dimethylaminopyridine). Run in ClCCl (dichloromethane). The product is C(C)(=O)OC1=C(C=CC(=C1)Br)[C@H]1N(C([C@@H]1CC[C@@H](C1=CC=C(C=C1)F)O[Si](C)(C)C(C)(C)C)=O)C1=CC=CC=C1 (5-bromo-2-{(2S,3R)-3-[(3S)-3-{[tert-butyl(dimethyl)silyl]oxy}-3-(4-fluorophenyl)propyl]-4-oxo-1-phenylazetidin-2-yl}phenyl acetate). Yield: 78.2%. RXN SMILES: [Br:1][C:2]1[CH:7]=[CH:6][C:5]([C@H:8]2[N:11]([C:12]3[CH:17]=[CH:16][CH:15]=[CH:14][CH:13]=3)[C:10](=[O:18])[C@@H:9]2[CH2:19][CH2:20][C@H:21]([O:29][Si:30]([C:33]([CH3:36])([CH3:35])[CH3:34])([CH3:32])[CH3:31])[C:22]2[CH:27]=[CH:26][C:25]([F:28])=[CH:24][CH:23]=2)=[C:4]([OH:37])[CH:3]=1.[C:38](OC(=O)C)(=[O:40])[CH3:39]>ClCCl.CN(C)C1C=CN=CC=1>[C:38]([O:37][C:4]1[CH:3]=[C:2]([Br:1])[CH:7]=[CH:6][C:5]=1[C@@H:8]1[C@@H:9]([CH2:19][CH2:20][C@H:21]([O:29][Si:30]([C:33]([CH3:34])([CH3:36])[CH3:35])([CH3:32])[CH3:31])[C:22]2[CH:23]=[CH:24][C:25]([F:28])=[CH:26][CH:27]=2)[C:10](=[O:18])[N:11]1[C:12]1[CH:13]=[CH:14][CH:15]=[CH:16][CH:17]=1)(=[O:40])[CH3:39]. Procedure details: (3R,4S)-4-(4-Bromo-2-hydroxyphenyl)-3-[(3S)-3-{[tert-butyl(dimethyl)silyl]oxy}-3-(4-fluorophenyl)propyl]-1-phenylazetidin-2-one (293 mg, 0.50 mmol) was dissolved in anhydrous dichloromethane (3 mL). 4-Dimethylaminopyridine (183 mg, 1.5 mmol) was added followed by acetic anhydride (280 μL, 302 mg, 3.0 mmol). After 1 h the reaction was filtered through a plug of silica gel and eluted with dichloromethane. The solvent was concentrated, azeotroped with toluene and purified by chromatography (40 g si... Starting materials: CC(=O)O, CO, Cc1ccc([N+](=O)[O-])c(CN)c1C, O=N[O-], [Na+], [Na+], [OH-], O. Yields the product Cc1ccc([N+](=O)[O-])c(CO)c1C. Reaction SMILES: [CH3:18][C:19](=[O:20])[OH:21].[CH3:25][OH:26].[CH3:5][c:6]1[c:7]([CH2:8][NH2:9])[c:10]([N+:15](=[O:16])[O-:17])[cH:11][cH:12][c:13]1[CH3:14].[N:1](=[O:2])[O-:3].[Na+:23].[Na+:4].[OH-:22].[OH2:24]>>[OH:2][CH2:8][c:7]1[c:6]([CH3:5])[c:13]([CH3:14])[cH:12][cH:11][c:10]1[N+:15](=[O:16])[O-:17]. Starting materials: O1CC1COC1=CC=C(C=C1)[N+](=O)[O-] (1,2-epoxy-3-(4-nitrophenoxy)propane), COC=1C=C2CCNCC2=CC1OC (6,7-dimethoxy-1,2,3,4-tetrahydroisoquinoline). Solvent: C(C)(C)O (isopropanol). The product is COC=1C=C2CCN(CC2=CC1OC)CC(COC1=CC=C(C=C1)[N+](=O)[O-])O (1-(1,2,3,4-Tetrahydro-6,7-dimethoxy-2-isoquinolinyl) -3-(4-nitrophenoxy)-2-propanol). Isolated yield 95.5%. RXN SMILES: [O:1]1[CH:3]([CH2:4][O:5][C:6]2[CH:11]=[CH:10][C:9]([N+:12]([O-:14])=[O:13])=[CH:8][CH:7]=2)[CH2:2]1.[CH3:15][O:16][C:17]1[CH:18]=[C:19]2[C:24](=[CH:25][C:26]=1[O:27][CH3:28])[CH2:23][NH:22][CH2:21][CH2:20]2>C(O)(C)C>[CH3:15][O:16][C:17]1[CH:18]=[C:19]2[C:24](=[CH:25][C:26]=1[O:27][CH3:28])[CH2:23][N:22]([CH2:2][CH:3]([OH:1])[CH2:4][O:5][C:6]1[CH:11]=[CH:10][C:9]([N+:12]([O-:14])=[O:13])=[CH:8][CH:7]=1)[CH2:21][CH2:20]2. Procedure details: A mixture of 1,2-epoxy-3-(4-nitrophenoxy)propane (4 g) and 6,7-dimethoxy-1,2,3,4-tetrahydroisoquinoline (5.4 g) in isopropanol (100 ml) was heated under reflux for 3 h and evaporated. The residue was purified by column chromatography to give the title compound (7.6 g) as a yellow oil which solidified on standing. The reactants are CC(C)(C)OC(=O)N1CCNCC1, ClCCl, CO, O=C=Nc1ccc(Oc2ccccc2)cc1. Product: CC(C)(C)OC(=O)N1CCN(C(=O)Nc2ccc(Oc3ccccc3)cc2)CC1. RXN SMILES: [C:4]([CH3:5])([CH3:6])([CH3:7])[O:8][C:9](=[O:10])[N:11]1[CH2:12][CH2:13][NH:14][CH2:15][CH2:16]1.[CH2:1]([Cl:2])[Cl:3].[CH3:33][OH:34].[O:17]([c:18]1[cH:19][cH:20][cH:21][cH:22][cH:23]1)[c:24]1[cH:25][cH:26][c:27]([N:30]=[C:31]=[O:32])[cH:28][cH:29]1>>[C:4]([CH3:5])([CH3:6])([CH3:7])[O:8][C:9](=[O:10])[N:11]1[CH2:12][CH2:13][N:14]([C:31]([NH:30][c:27]2[cH:26][cH:25][c:24]([O:17][c:18]3[cH:19][cH:20][cH:21][cH:22][cH:23]3)[cH:29][cH:28]2)=[O:32])[CH2:15][CH2:16]1.